From a dataset of the Open Reaction Database (ORD), a public repository of structured organic reaction records. describe an organic reaction: reactants, conditions, products, and yield The reactants are NC=1C=C(C=C(C1N)C)O (3,4-diamino-5-methyl-phenol), C(=O)O (formic acid). Product: CC1=CC(=CC2=C1N=CN2)O (7-methyl-3H-benzimidazol-5-ol). Reaction SMILES: [NH2:1][C:2]1[CH:3]=[C:4]([OH:10])[CH:5]=[C:6]([CH3:9])[C:7]=1[NH2:8].[CH:11](O)=O>>[CH3:9][C:6]1[C:7]2[N:8]=[CH:11][NH:1][C:2]=2[CH:3]=[C:4]([OH:10])[CH:5]=1. Reported procedure: 276 mg (2.00 mmol) 3,4-diamino-5-methyl-phenol in 3.00 mL formic acid (98%) were refluxed for 1 h. The reaction mixture was then evaporated down and the residue was dried under HV. Starting materials: O=C(n1ccnc1)n1ccnc1, CCCCCCCCCCCCCCCCNc1ccc(CCC(=O)O)cc1, [H-], [Na+], C1CCOC1, Oc1ccccc1. Yields the product CCCCCCCCCCCCCCCCNc1ccc(CCC(=O)Oc2ccccc2)cc1. As a reaction SMILES: [C:29]([n:30]1[cH:31][cH:32][n:33][cH:34]1)([n:35]1[cH:36][cH:37][n:38][cH:39]1)=[O:40].[CH2:1]([CH2:2][CH2:3][CH2:4][CH2:5][CH2:6][CH2:7][CH2:8][CH2:9][CH2:10][CH2:11][CH2:12][CH2:13][CH2:14][CH2:15][CH3:16])[NH:17][c:18]1[cH:19][cH:20][c:21]([CH2:22][CH2:23][C:24](=[O:25])[OH:26])[cH:27][cH:28]1.[H-:48].[Na+:49].[O:50]1[CH2:51][CH2:52][CH2:53][CH2:54]1.[OH:41][c:42]1[cH:43][cH:44][cH:45][cH:46][cH:47]1>>[CH2:1]([CH2:2][CH2:3][CH2:4][CH2:5][CH2:6][CH2:7][CH2:8][CH2:9][CH2:10][CH2:11][CH2:12][CH2:13][CH2:14][CH2:15][CH3:16])[NH:17][c:18]1[cH:19][cH:20][c:21]([CH2:22][CH2:23][C:24](=[O:25])[O:26][c:42]2[cH:43][cH:44][cH:45][cH:46][cH:47]2)[cH:27][cH:28]1. Starting materials: Cl.N[C@@H]1C(N(CC1)CC=1C=C(SC1)C#N)=O (4-(3-(S)-amino-2-oxopyrrolidin-1-ylmethyl)thiophene-2-carbonitrile hydrochloride), C(=O)(OCC1=CC=CC=C1)NC1=CC=C2C=CC(=CC2=C1)S(=O)(=O)Cl (N-Cbz-7-aminonaphthalene-2-sulfonyl chloride). The product is C(#N)C1=CC(=CS1)CN1C([C@H](CC1)NS(=O)(=O)C1=CC2=CC(=CC=C2C=C1)NC(=O)OCC1=CC=CC=C1)=O (N-Cbz-7-aminonaphthalene-2-sulfonic acid-[1-(5-cyanothiophen-3-ylmethyl)-2-oxopyrrolidin-3-(S)-yl]amide). Reaction SMILES: Cl.[NH2:2][C@H:3]1[CH2:7][CH2:6][N:5]([CH2:8][C:9]2[CH:10]=[C:11]([C:14]#[N:15])[S:12][CH:13]=2)[C:4]1=[O:16].[C:17]([NH:27][C:28]1[CH:37]=[C:36]2[C:31]([CH:32]=[CH:33][C:34]([S:38](Cl)(=[O:40])=[O:39])=[CH:35]2)=[CH:30][CH:29]=1)([O:19][CH2:20][C:21]1[CH:26]=[CH:25][CH:24]=[CH:23][CH:22]=1)=[O:18]>>[C:14]([C:11]1[S:12][CH:13]=[C:9]([CH2:8][N:5]2[CH2:6][CH2:7][C@H:3]([NH:2][S:38]([C:34]3[CH:33]=[CH:32][C:31]4[C:36](=[CH:37][C:28]([NH:27][C:17]([O:19][CH2:20][C:21]5[CH:22]=[CH:23][CH:24]=[CH:25][CH:26]=5)=[O:18])=[CH:29][CH:30]=4)[CH:35]=3)(=[O:40])=[O:39])[C:4]2=[O:16])[CH:10]=1)#[N:15] |f:0.1|. Reported procedure: The title compound is prepared from 4-(3-(S)-amino-2-oxopyrrolidin-1-ylmethyl)thiophene-2-carbonitrile hydrochloride as described in EXAMPLE 125, Part C using N-Cbz-7-aminonaphthalene-2-sulfonyl chloride in place of 7-methoxynaphthalene-2-sulfonyl chloride. The crude product is purified by column chromatography eluting with a gradient of 10% EtOAc/CH2Cl2 to 25% EtOAc/CH2Cl2 to provide the title compound as a solid. Starting materials: CN(C)c1ccncc1, ClCCl, OCCOCCF, Cc1ccc(S(=O)(=O)Cl)cc1. The product is Cc1ccc(S(=O)(=O)OCCOCCF)cc1. RXN SMILES: [CH3:19][N:20]([c:21]1[cH:22][cH:23][n:24][cH:25][cH:26]1)[CH3:27].[Cl:28][CH2:29][Cl:30].[F:1][CH2:2][CH2:3][O:4][CH2:5][CH2:6][OH:7].[c:8]1([CH3:18])[cH:9][cH:10][c:11]([S:14](=[O:15])(=[O:16])[Cl:17])[cH:12][cH:13]1>>[F:1][CH2:2][CH2:3][O:4][CH2:5][CH2:6][O:7][S:14]([c:11]1[cH:10][cH:9][c:8]([CH3:18])[cH:13][cH:12]1)(=[O:15])=[O:16]. Starting materials: [Br-], CC(C)(C)C(=O)Cl, CC(C)CCBr, CC(C)CC[Mg+], [Cu]I, [Mg]. The product is CC(C)CCC(=O)C(C)(C)C. Reaction SMILES: [Br-:8].[C:1]([C:2]([CH3:3])([CH3:4])[CH3:5])(=[O:6])[Cl:7].[CH2:16]([Br:17])[CH2:18][CH:19]([CH3:20])[CH3:21].[CH2:9]([CH2:10][CH:11]([CH3:12])[CH3:13])[Mg+:14].[Cu:22][I:23].[Mg:15]>>[C:1]([C:2]([CH3:3])([CH3:4])[CH3:5])(=[O:6])[CH2:9][CH2:10][CH:11]([CH3:12])[CH3:13]. The reactants are C(C)(C)(C)OC(C(=O)O)C1=C(C2=C(C(N1C)=O)NC=C2)C=2C(=C1CCCOC1=CC2)C (2-(tert-butoxy)-2-(6-methyl-4-(5-methylchroman-6-yl)-7-oxo-6,7-dihydro-1H-pyrrolo[2,3-c]pyridin-5-yl)acetic acid), BrCC1=NC=CC=C1 (2-(bromomethyl)pyridine), CCN(C(C)C)C(C)C (Hunig's base). Run in CC#N.O (MeCN H2O). The product is C(C)(C)(C)OC(C(=O)O)C1=C(C2=C(C(N1C)=O)N(C=C2)CC2=NC=CC=C2)C=2C(=C1CCCOC1=CC2)C (2-(tert-butoxy)-2-(6-methyl-4-(5-methylchroman-6-yl)-7-oxo-1-(pyridin-2-ylmethyl)-6,7-dihydro-1H-pyrrolo[2,3-c]pyridin-5-yl)acetic acid). Reaction SMILES: [C:1]([O:5][CH:6]([C:10]1[N:15]([CH3:16])[C:14](=[O:17])[C:13]2[NH:18][CH:19]=[CH:20][C:12]=2[C:11]=1[C:21]1[C:22]([CH3:31])=[C:23]2[C:28](=[CH:29][CH:30]=1)[O:27][CH2:26][CH2:25][CH2:24]2)[C:7]([OH:9])=[O:8])([CH3:4])([CH3:3])[CH3:2].Br[CH2:33][C:34]1[CH:39]=[CH:38][CH:37]=[CH:36][N:35]=1.CCN(C(C)C)C(C)C>CC#N.O>[C:1]([O:5][CH:6]([C:10]1[N:15]([CH3:16])[C:14](=[O:17])[C:13]2[N:18]([CH2:33][C:34]3[CH:39]=[CH:38][CH:37]=[CH:36][N:35]=3)[CH:19]=[CH:20][C:12]=2[C:11]=1[C:21]1[C:22]([CH3:31])=[C:23]2[C:28](=[CH:29][CH:30]=1)[O:27][CH2:26][CH2:25][CH2:24]2)[C:7]([OH:9])=[O:8])([CH3:4])([CH3:3])[CH3:2] |f:3.4|. Reported procedure: The title compound was prepared in a manner similar to that described in Example 41 from 2-(tert-butoxy)-2-(6-methyl-4-(5-methylchroman-6-yl)-7-oxo-6,7-dihydro-1H-pyrrolo[2,3-c]pyridin-5-yl)acetic acid and 2-(bromomethyl)pyridine, except that Hunig's base (10 eq.) was used instead of cesium carbonate and was isolated by reverse phase chromatography (10-90% MeCN/H2O-0.1% TFA, 12 min) on an achiral column. 1H NMR (400 MHz, CHLOROFORM-d) ppm 8.75-8.91 (m, 1H) 8.14-8.27 (m, 1H) 7.85-8.01 (m, 1H) 7.6... Yields the product Fc1cc(I)c(N=Nc2ccc(Cl)cc2)cc1F. Reaction SMILES: [CH3:21][CH2:22][O:23][C:24]([CH3:25])=[O:26].[CH3:27][C:28](=[O:29])[OH:30].[Cl:1][c:2]1[cH:3][cH:4][c:5]([N:8]=[O:9])[cH:6][cH:7]1.[F:10][c:11]1[cH:12][c:13]([I:19])[c:14]([NH2:18])[cH:15][c:16]1[F:17].[OH2:20]>>[Cl:1][c:2]1[cH:3][cH:4][c:5]([N:8]=[N:18][c:14]2[c:13]([I:19])[cH:12][c:11]([F:10])[c:16]([F:17])[cH:15]2)[cH:6][cH:7]1. The reactants are CCOC(C)=O, CC(=O)O, O=Nc1ccc(Cl)cc1, Nc1cc(F)c(F)cc1I, O. Starting materials: ice water, [Na] (sodium), C(C1=CC=CC=C1)Br (benzyl bromide), OC=1C(C=C(OC1)CO)=O (5-hydroxy-2-(hydroxymethyl)-4H-pyran-4-one). Run in CO (methanol). Reaction conditions: temperature 30 celsius, time 8 hour. The product is OCC=1OC=C(C(C1)=O)OCC1=CC=CC=C1 (2-(Hydroxymethyl)-5-(phenylmethoxy)-4H-pyran-4-one). As a reaction SMILES: [Na].[OH:2][C:3]1[C:4](=[O:11])[CH:5]=[C:6]([CH2:9][OH:10])[O:7][CH:8]=1.[CH2:12](Br)[C:13]1[CH:18]=[CH:17][CH:16]=[CH:15][CH:14]=1>CO>[OH:10][CH2:9][C:6]1[O:7][CH:8]=[C:3]([O:2][CH2:12][C:13]2[CH:18]=[CH:17][CH:16]=[CH:15][CH:14]=2)[C:4](=[O:11])[CH:5]=1 |^1:0|. Reported procedure: 69 g (3 mmol) of sodium were dissolved in 5 l of methanol. Subsequently 425.3 g (3 mol) of 5-hydroxy-2-(hydroxymethyl)-4H-pyran-4-one was added and stirred at 30° C. until a clear solution was obtained. 595 g (3.5 mol) of benzyl bromide was then added and stirred for 1 hour under reflux. The warm, dark colored solution was poured into 15 l of ice water. The product crystallized immediately. The crystals were collected and washed first with 8 l of water and then twice with 2.5 l of ether. The pro... Reactants: COC(=O)CN1C(C2(CCNCC2)C2=CC=CC=C12)=O (1-(methoxycarbonyl-methyl)-spiro[indoline-3,4′-piperidin]-2-one), COC1CCC(CC1)C(=O)O (4-Methoxy-cyclohexanecarboxylic acid), Cl.CN(CCCN=C=NCC)C (1-(3-dimethylaminopropyl)-3-ethylcarbodiimide HCl salt), O.ON1N=NC2=C1C=CC=C2 (1-hydroxybenzotriazole hydrate). The solvent is ClCCl (dichloromethane), ClCCl (dichloromethane), CN(C=O)C (N,N-dimethylformamide). Reaction conditions: time 30 minute. The product is CC(=O)OCN1C(C2(CCNCC2)C2=CC(=CC=C12)C(=O)C1CCC(CC1)OC)=O (1-(methylcarbonyloxy-methyl)-5-(4-methoxy-cyclohexyl-cabonyl)-spiro[indoline-3,4′-piperidin]-2-one). As a reaction SMILES: [CH3:1][O:2][CH:3]1[CH2:8][CH2:7][CH:6]([C:9]([OH:11])=O)[CH2:5][CH2:4]1.Cl.CN(C)CCCN=C=N[CH2:21][CH3:22].[OH2:24].[OH:25]N1C2C=CC=CC=2N=N1.COC([CH2:39][N:40]1[C:53]2[C:48](=[CH:49][CH:50]=[CH:51][CH:52]=2)[C:42]2([CH2:47][CH2:46][NH:45][CH2:44][CH2:43]2)[C:41]1=[O:54])=O>ClCCl.CN(C)C=O>[CH3:22][C:21]([O:25][CH2:39][N:40]1[C:53]2[C:48](=[CH:49][C:50]([C:9]([CH:6]3[CH2:5][CH2:4][CH:3]([O:2][CH3:1])[CH2:8][CH2:7]3)=[O:11])=[CH:51][CH:52]=2)[C:42]2([CH2:43][CH2:44][NH:45][CH2:46][CH2:47]2)[C:41]1=[O:54])=[O:24] |f:1.2,3.4|. Reported procedure: 4-Methoxy-cyclohexanecarboxylic acid (0.006 g, 0.036 mmol) was suspended in dry dichloromethane (1 mL) and dry N,N-dimethylformamide (0.05 mL). 1-(3-dimethylaminopropyl)-3-ethylcarbodiimide HCl salt (0.005 g, 0.04 mmol) and 1-hydroxybenzotriazole hydrate (0.006 g, 0.047 mmol) were added and the reaction mixture was stirred under nitrogen atmosphere at room temperature for 30 minutes. A solution of 1-(methoxycarbonyl-methyl)-spiro[indoline-3,4′-piperidin]-2-one (0.010 g, 0.036 mmol) in dry dichlo... The reactants are CO, c1cc2[nH]ncc2cc1OC1CCC(OC2CCCCO2)CC1. Yields the product OC1CCC(Oc2ccc3[nH]ncc3c2)CC1. RXN SMILES: [CH3:24][OH:25].[O:1]1[CH2:2][CH2:3][CH2:4][CH2:5][CH:6]1[O:7][CH:8]1[CH2:9][CH2:10][CH:11]([O:14][c:15]2[cH:16][c:17]3[cH:18][n:19][nH:20][c:21]3[cH:22][cH:23]2)[CH2:12][CH2:13]1>>[OH:7][CH:8]1[CH2:9][CH2:10][CH:11]([O:14][c:15]2[cH:16][c:17]3[cH:18][n:19][nH:20][c:21]3[cH:22][cH:23]2)[CH2:12][CH2:13]1.